This data is from the Open Reaction Database (ORD), a public repository of structured organic reaction records. The task is: describe an organic reaction: reactants, conditions, products, and yield Starting materials: C(C)(C)C1=NC=2CC(CC(C2C2=C1C(OC21CCOCC1)=O)=O)(C)C (4-Isopropyl-7,7-dimethyl-2′,3′,5′,6′,7,8-hexahydro-3H-spiro[furo[3,4-c]quinoline-1,4′-pyran]-3,9(6H)-dione), CO (Methanol), C1[C@@H]([C@@H](C2=CC=CC=C21)N)O ((1R,2S)-(+)-cis-1-Amino-2-indanol), B.CCN(CC)C=1C=CC=CC1 (borane diethylaniline). Solvent: O1CCCC1 (tetrahydrofurane), O1CCCC1 (tetrahydrofurane). Run at temperature 0 celsius, time 24 hour. The product is O[C@@H]1C=2C3=C(C(=NC2CC(C1)(C)C)C(C)C)C(OC31CCOCC1)=O ((S)-9-hydroxy-4-isopropyl-7,7-dimethyl-2′,3′,5′,6,6′,7,8,9-octahydro-3H-spiro[furo[3,4-c]quinoline-1,4′-pyran]-3-one). RXN SMILES: C1C2C(=CC=CC=2)[C@@H](N)[C@H]1O.B.CCN(C1C=CC=CC=1)CC.[CH:24]([C:27]1[C:36]2[C:37](=[O:45])[O:38][C:39]3([CH2:44][CH2:43][O:42][CH2:41][CH2:40]3)[C:35]=2[C:34]2[C:33](=[O:46])[CH2:32][C:31]([CH3:48])([CH3:47])[CH2:30][C:29]=2[N:28]=1)([CH3:26])[CH3:25].CO>O1CCCC1>[OH:46][C@H:33]1[CH2:32][C:31]([CH3:48])([CH3:47])[CH2:30][C:29]2[N:28]=[C:27]([CH:24]([CH3:26])[CH3:25])[C:36]3[C:37](=[O:45])[O:38][C:39]4([CH2:40][CH2:41][O:42][CH2:43][CH2:44]4)[C:35]=3[C:34]1=2 |f:1.2|. Procedure: 0.700 g (1R,2S)-(+)-cis-1-Amino-2-indanol are dissolved in 150 ml tetrahydrofurane and to this solution are dropwise added 6.12 ml of a borane-diethylaniline-complex. After completion of gas evolution the solution is cooled to 0° C. and 5.54 g 4-Isopropyl-7,7-dimethyl-2′,3′,5′,6′,7,8-hexahydro-3H-spiro[furo[3,4-c]quinoline-1,4′-pyran]-3,9(6H)-dione in 150 ml tetrahydrofurane are added dropwise. The temperature is raised during 2 hours to room temperature and the mixture is stirred for 24 hours. ...